This data is from the Open Reaction Database (ORD), a public repository of structured organic reaction records. The task is: describe an organic reaction: reactants, conditions, products, and yield Starting materials: O=C([O-])[O-], CCC(C)=O, CCCCI, [K+], [K+], O, COC(=O)c1ccc(I)c(O)c1. Yields the product CCCCOc1cc(C(=O)OC)ccc1I. Reaction SMILES: [C:18](=[O:19])([O-:20])[O-:21].[CH3:25][C:26](=[O:27])[CH2:28][CH3:29].[I:1][CH2:2][CH2:3][CH2:4][CH3:5].[K+:22].[K+:23].[OH2:24].[OH:6][c:7]1[cH:8][c:9]([C:10](=[O:11])[O:12][CH3:13])[cH:14][cH:15][c:16]1[I:17]>>[CH2:2]([CH2:3][CH2:4][CH3:5])[O:6][c:7]1[cH:8][c:9]([C:10](=[O:11])[O:12][CH3:13])[cH:14][cH:15][c:16]1[I:17]. Starting materials: O=C1CCN(Cc2ccccc2)CC1, CN, CCO, [H][H], O=[Pt]. Product: CNC1CCN(Cc2ccccc2)CC1. RXN SMILES: [CH2:1]([c:2]1[cH:3][cH:4][cH:5][cH:6][cH:7]1)[N:8]1[CH2:9][CH2:10][C:11](=[O:14])[CH2:12][CH2:13]1.[CH3:15][NH2:16].[CH3:21][CH2:22][OH:23].[H:17][H:18].[Pt:19]=[O:20]>>[CH2:1]([c:2]1[cH:3][cH:4][cH:5][cH:6][cH:7]1)[N:8]1[CH2:9][CH2:10][CH:11]([NH:16][CH3:15])[CH2:12][CH2:13]1. Starting materials: CCCCCCCCCCBr, CCCCCc1ccc(-c2ccc3cc(O)ccc3n2)cc1, CCCCO, [K+], [OH-]. Product: CCCCCCCCCCOc1ccc2nc(-c3ccc(CCCCC)cc3)ccc2c1. As a reaction SMILES: [Br:23][CH2:24][CH2:25][CH2:26][CH2:27][CH2:28][CH2:29][CH2:30][CH2:31][CH2:32][CH3:33].[CH2:1]([CH2:2][CH2:3][CH2:4][CH3:5])[c:6]1[cH:7][cH:8][c:9](-[c:12]2[n:13][c:14]3[cH:15][cH:16][c:17]([OH:22])[cH:18][c:19]3[cH:20][cH:21]2)[cH:10][cH:11]1.[CH2:36]([OH:37])[CH2:38][CH2:39][CH3:40].[K+:35].[OH-:34]>>[CH2:1]([CH2:2][CH2:3][CH2:4][CH3:5])[c:6]1[cH:7][cH:8][c:9](-[c:12]2[n:13][c:14]3[cH:15][cH:16][c:17]([O:22][CH2:24][CH2:25][CH2:26][CH2:27][CH2:28][CH2:29][CH2:30][CH2:31][CH2:32][CH3:33])[cH:18][c:19]3[cH:20][cH:21]2)[cH:10][cH:11]1. Starting materials: C(C1=CC=CC=C1)(=O)C(CC(=O)O)Br (3-benzoyl-3-bromo-propionic acid), CN1CNC(NC1)=S (5-methyl-3,4,5,6-tetrahydro-s-triazine-2(1H)-thione). Solvent: CO (methanol), solvent. Conditions: time 3 hour. The product is Br.C(=O)(O)CC1C(N2C(=NCN(C2)C)S1)(C1=CC=CC=C1)O (7-carboxymethyl-6-hydroxy-3-methyl-6-phenyl-3,4,6,7-tetrahydro-2H-thiazolo[3,2-a]-s-triazine hydrobromide). Isolated yield 90.7%. RXN SMILES: [C:1]([CH:9]([Br:14])[CH2:10][C:11]([OH:13])=[O:12])(=[O:8])[C:2]1[CH:7]=[CH:6][CH:5]=[CH:4][CH:3]=1.[CH3:15][N:16]1[CH2:21][NH:20][C:19](=[S:22])[NH:18][CH2:17]1>CO>[BrH:14].[C:11]([CH2:10][CH:9]1[S:22][C:19]2=[N:18][CH2:17][N:16]([CH3:15])[CH2:21][N:20]2[C:1]1([OH:8])[C:2]1[CH:7]=[CH:6][CH:5]=[CH:4][CH:3]=1)([OH:13])=[O:12] |f:3.4|. Reported procedure: A solution of 3-benzoyl-3-bromo-propionic acid (6.4 g, 0.025 moles) in methanol (30 ml) was mixed with a solution of 5-methyl-3,4,5,6-tetrahydro-s-triazine-2(1H)-thione (3.27 g, 0.025 moles) in the same solvent (100 ml) and left for 3 hours. Evaporation of the solvent gave 7-carboxymethyl-6-hydroxy-3-methyl-6-phenyl-3,4,6,7-tetrahydro-2H-thiazolo[3,2-a]-s-triazine hydrobromide quarter hydrate as a pale yellow solid (8.8 g), m.p. 74°-77° C. Reactants: potassium isopropylidene trifluoroborate, COC(C1=C(C=C(C(=C1)Br)OC)OC)=O (5-bromo-2,4-dimethoxybenzoic acid methyl ester), C(=O)([O-])[O-].[Cs+].[Cs+] (Cs2CO3), C1CCOC1 (THF). Reagents/catalysts: C=1C=CC(=CC1)[P](C=2C=CC=CC2)(C=3C=CC=CC3)[Pd]([P](C=4C=CC=CC4)(C=5C=CC=CC5)C=6C=CC=CC6)([P](C=7C=CC=CC7)(C=8C=CC=CC8)C=9C=CC=CC9)[P](C=1C=CC=CC1)(C=1C=CC=CC1)C=1C=CC=CC1 (Pd(PPh3)4). Solvent: O (water), CCOC(=O)C (EtOAc). Product: COC(C1=C(C=C(C(=C1)C(=C)C)OC)OC)=O (5-isopropenyl-2,4-dimethoxy-benzoic acid methyl ester). As a reaction SMILES: [CH3:1][O:2][C:3](=[O:15])[C:4]1[CH:9]=[C:8](Br)[C:7]([O:11][CH3:12])=[CH:6][C:5]=1[O:13][CH3:14].C([O-])([O-])=O.[Cs+].[Cs+].[CH2:22]1[CH2:26]OC[CH2:23]1>O.CCOC(C)=O.C1C=CC([P]([Pd]([P](C2C=CC=CC=2)(C2C=CC=CC=2)C2C=CC=CC=2)([P](C2C=CC=CC=2)(C2C=CC=CC=2)C2C=CC=CC=2)[P](C2C=CC=CC=2)(C2C=CC=CC=2)C2C=CC=CC=2)(C2C=CC=CC=2)C2C=CC=CC=2)=CC=1>[CH3:1][O:2][C:3](=[O:15])[C:4]1[CH:9]=[C:8]([C:22]([CH3:26])=[CH2:23])[C:7]([O:11][CH3:12])=[CH:6][C:5]=1[O:13][CH3:14] |f:1.2.3,^1:37,39,58,77|. Procedure details: To potassium isopropylidene trifluoroborate (4.87 g, 32.7 mmol) and 5-bromo-2,4-dimethoxybenzoic acid methyl ester (7.5 g, 27.3 mmol) in THF (195 ml) was added Cs2CO3 (26.6 g, 81.8 mmol) in water (39 ml). The reaction was degassed and Pd(PPh3)4 (1.58 g, 1.36 mmol) added. The reaction was heated at reflux for three days then quenched by adding water and extracted with EtOAc (×2). The combined organic layers were washed with brine, dried (MgSO4), filtered and evaporated to leave an orange solid. T... Starting materials: suspension, resultant mixture, C1(=CC=CC=C1)C(OC[C@H](CC=C)O)(C1=CC=CC=C1)C1=CC=CC=C1 ((S)-1-(triphenylmethoxy)-4-penten-2-ol), aqueous saturated solution, [Cl-].[NH4+] (ammonium chloride), [H-].[Na+] (sodium hydride), oil, C(C=C)Br (allyl bromide). The solvent is C1CCOC1 (THF), C1CCOC1 (THF). Reaction conditions: temperature 45 celsius. The product is C(C=C)O[C@H](COC(C1=CC=CC=C1)(C1=CC=CC=C1)C1=CC=CC=C1)CC=C ((S)-1,1',1"-[[[2-(2-propenyloxy)-4-pentenyl]oxy]methylidyne]tris[benzene]). The yield is 98.0%. Reaction SMILES: [H-].[Na+].[C:3]1([C:9]([C:23]2[CH:28]=[CH:27][CH:26]=[CH:25][CH:24]=2)([C:17]2[CH:22]=[CH:21][CH:20]=[CH:19][CH:18]=2)[O:10][CH2:11][C@@H:12]([OH:16])[CH2:13][CH:14]=[CH2:15])[CH:8]=[CH:7][CH:6]=[CH:5][CH:4]=1.[CH2:29](Br)[CH:30]=[CH2:31].[Cl-].[NH4+]>C1COCC1>[CH2:31]([O:16][C@@H:12]([CH2:13][CH:14]=[CH2:15])[CH2:11][O:10][C:9]([C:23]1[CH:28]=[CH:27][CH:26]=[CH:25][CH:24]=1)([C:17]1[CH:18]=[CH:19][CH:20]=[CH:21][CH:22]=1)[C:3]1[CH:4]=[CH:5][CH:6]=[CH:7][CH:8]=1)[CH:30]=[CH2:29] |f:0.1,4.5|. Procedure details: A 60% suspension of sodium hydride in mineral oil (268.9 g, 6.72 mole, 1.5 eq.) was suspended in 2.8 L of dry THF under N2 and a solution (S)-1-(triphenylmethoxy)-4-penten-2-ol (1543 g, 4.48 mole) in 5.6 L of dry THF was added at room temperature. The resultant mixture was stirred at room temperature for 1.5 hours and then 770 mL (8.89 mole, 2.0 eq.) of freshly distilled allyl bromide was added over 20 minutes. The reaction was heated to 45° C. for 1-2 hours. The reaction mixture was cooled to 1... Reactants: [OH-].[Na+] (sodium hydroxide), CN(C(=O)NCCCCC)C=1C=C(C=CC1)C=1C=NC(=NC1)C=CC(=O)[O-] (5-[3-(1-methyl-3-pentylureido)phenyl]pyrimidine-2-acrylate). The reagents and catalysts are O (water). Run in O1CCCC1 (tetrahydrofuran). Run at time 8 hour. Product: CN(C(=O)NCCCCC)C=1C=C(C=CC1)C=1C=NC(=NC1)C=CC(=O)O (3-{5-[3-(1-methyl-3-pentylureido)phenyl]pyrimidin-2-yl}acrylic acid). The yield is 22.1%. As a reaction SMILES: [OH-].[Na+].[CH3:3][N:4]([C:13]1[CH:14]=[C:15]([C:19]2[CH:20]=[N:21][C:22]([CH:25]=[CH:26][C:27]([O-:29])=[O:28])=[N:23][CH:24]=2)[CH:16]=[CH:17][CH:18]=1)[C:5]([NH:7][CH2:8][CH2:9][CH2:10][CH2:11][CH3:12])=[O:6]>O1CCCC1.O>[CH3:3][N:4]([C:13]1[CH:14]=[C:15]([C:19]2[CH:20]=[N:21][C:22]([CH:25]=[CH:26][C:27]([OH:29])=[O:28])=[N:23][CH:24]=2)[CH:16]=[CH:17][CH:18]=1)[C:5]([NH:7][CH2:8][CH2:9][CH2:10][CH2:11][CH3:12])=[O:6] |f:0.1|. Procedure: 10 mg (242.5 μmol, 2.5 eq) of sodium hydroxide pellets are added to a solution of 37.6 mg (97 μmol, 1 eq) of 3-{5-[3-(1-methyl-3-pentylureido)phenyl]pyrimidine-2-acrylate in 2 ml of tetrahydrofuran and 4 drops of water. The reaction mixture is stirred for 8 hours at room temperature. The reaction medium is concentrated and then diluted with 10 ml of water and washed with twice 10 ml of dichloromethane. The aqueous phase is acidified with 1 N hydrochloric acid and then extracted with ethyl acetat... The reactants are OC(CCP(OCC)(OCC)=O)CO (diethyl 3,4-dihydroxybutylphosphonate), N1C=NC=C1 (imidazole), [Si](C)(C)(C(C)(C)C)Cl (t-butyldimethysilyl-chloride). Run in O1CCCC1 (tetrahydrofuran), CCOCC (ether). Conditions: time 2 minute. Yields the product [Si](C)(C)(C(C)(C)C)OCC(CCP(OCC)(OCC)=O)O (Diethyl [4-(t-butyldimethylsilyloxy)-3-hydroxybutyl]phosphonate), oil. The yield is 62.0%. RXN SMILES: [OH:1][CH:2]([CH2:13][OH:14])[CH2:3][CH2:4][P:5](=[O:12])([O:9][CH2:10][CH3:11])[O:6][CH2:7][CH3:8].N1C=CN=C1.[Si:20](Cl)([C:23]([CH3:26])([CH3:25])[CH3:24])([CH3:22])[CH3:21]>O1CCCC1.CCOCC>[Si:20]([O:14][CH2:13][CH:2]([OH:1])[CH2:3][CH2:4][P:5](=[O:12])([O:6][CH2:7][CH3:8])[O:9][CH2:10][CH3:11])([C:23]([CH3:26])([CH3:25])[CH3:24])([CH3:22])[CH3:21]. Reported procedure: To a solution of diethyl 3,4-dihydroxybutylphosphonate (8.5 g, 0.038 mol) in dry tetrahydrofuran (200 ml) was added imidazole (5.25 g, 0.077 mol). After stirring at ambient temperature for 2 minutes, t-butyldimethysilyl-chloride (5.8 g, 0.038 mol) was added. After 18 hours, the solution was filtered and the filtrate evaporated to give a colorless oil. The oil was dissolved in ether, and washed with water. The organic phase was dried (magnesium sulphate) and evaporated to give an oil which was pu...